From a dataset of the Open Reaction Database (ORD), a public repository of structured organic reaction records. describe an organic reaction: reactants, conditions, products, and yield Starting materials: ClC(Cl)Cl, O=c1cc(CO)oc2ccccc12, O=S(Cl)Cl. The product is O=c1cc(CCl)oc2ccccc12. RXN SMILES: [CH:18]([Cl:19])([Cl:20])[Cl:21].[OH:1][CH2:2][c:3]1[o:4][c:5]2[cH:6][cH:7][cH:8][cH:9][c:10]2[c:11](=[O:13])[cH:12]1.[S:14]([Cl:15])([Cl:16])=[O:17]>>[CH2:2]([c:3]1[o:4][c:5]2[cH:6][cH:7][cH:8][cH:9][c:10]2[c:11](=[O:13])[cH:12]1)[Cl:16]. The reactants are C(C1=CC=CC=C1)(=O)OC1CC(NC(C1)(C)C)(C)C (4-benzoyloxy2,2,6,6 tetramethylpiperidine), C(C)(C)(C)OO (tert-butyl hydroperoxide), C1CCCCC1 (cyclohexane), N-oxyl. Reaction SMILES: [C:1]([O:9][CH:10]1[CH2:15][C:14]([CH3:17])([CH3:16])[NH:13][C:12]([CH3:19])([CH3:18])[CH2:11]1)(=[O:8])[C:2]1[CH:7]=[CH:6][CH:5]=[CH:4][CH:3]=1.[C:20]([O:24]O)(C)([CH3:22])[CH3:21].[CH2:26]1[CH2:31]CCC[CH2:27]1>[Mo](=O)(=O)=O>[C:1]([O:9][CH:10]1[CH2:15][C:14]([CH3:17])([CH3:16])[N:13]([O:24][CH:20]2[CH2:22][CH2:31][CH2:26][CH2:27][CH2:21]2)[C:12]([CH3:19])([CH3:18])[CH2:11]1)(=[O:8])[C:2]1[CH:7]=[CH:6][CH:5]=[CH:4][CH:3]=1. The product is C(C1=CC=CC=C1)(=O)OC1CC(N(C(C1)(C)C)OC1CCCCC1)(C)C (4-Benzoyloxy-1-cyclohexyloxy-2,2,6,6-tetramethylpiperidine). The reagents and catalysts are [Mo](=O)(=O)=O (molybdenum trioxide). Procedure details: A mixture of 10.5 grams (40.2 mmol) of 4-benzoyloxy2,2,6,6 tetramethylpiperidine, 16.1 grams (160.8 mmol) of 90% tert-butyl hydroperoxide, 600 mg of molybdenum trioxide and 60 ml of cyclohexane is placed in a Fischer-Porter pressure bottle (under a nitrogen atmosphere in an oil bath. The bath temperature is gradually increased to 135° C. over a 2.25 hour period and then maintained at 135° C. for another 2.25 hours till the red color of the N-oxyl intermediate is discharged. Solids are removed by... Reaction conditions: temperature 135 celsius. Reactants: [Si](C)(C)(C(C)(C)C)OC[C@@H]1[C@H]([C@@H]([C@H]([C@](O1)(OC)C1=CC(=C(C=C1)Cl)CC1=CC=C(C=C1)OCC(F)(F)F)O)O)O ((2S,3R,4S,5S,6R)-6-[[tert-butyl(dimethyl)silyl]oxymethyl]-2-[4-chloro-3-[[4-(2,2,2-trifluoroethoxy)phenyl]methyl]phenyl]-2-methoxy-tetrahydropyran-3,4,5-triol), C(C1=CC=CC=C1)Br (benzyl bromide), [H-].[Na+] (sodium hydride). Reagents/catalysts: [I-].C(CCC)[N+](CCCC)(CCCC)CCCC (tetrabutylammonium iodide). The solvent is O1CCCC1 (tetrahydrofuran), O1CCCC1 (tetrahydrofuran). Run at temperature 0 celsius, time 1 hour. Product: C(C)(C)(C)[Si](OC[C@H]1O[C@@]([C@@H]([C@H]([C@@H]1OCC1=CC=CC=C1)OCC1=CC=CC=C1)OCC1=CC=CC=C1)(OC)C1=CC(=C(C=C1)Cl)CC1=CC=C(C=C1)OCC(F)(F)F)(C)C (tert-butyl-dimethyl-[[(2R,3R,4S,5R,6S)-3,4,5-tribenzyloxy-6-[4-chloro-3-[[4-(2,2,2-trifluoroethoxyl)phenyl]methyl]phenyl]-6-methoxy-tetrahydropyran-2-yl]methoxy]silane). The yield is 46.1%. Reaction SMILES: [H-].[Na+].[Si:3]([O:10][CH2:11][C@H:12]1[O:17][C@:16]([C:20]2[CH:25]=[CH:24][C:23]([Cl:26])=[C:22]([CH2:27][C:28]3[CH:33]=[CH:32][C:31]([O:34][CH2:35][C:36]([F:39])([F:38])[F:37])=[CH:30][CH:29]=3)[CH:21]=2)([O:18][CH3:19])[C@H:15]([OH:40])[C@@H:14]([OH:41])[C@@H:13]1[OH:42])([C:6]([CH3:9])([CH3:8])[CH3:7])([CH3:5])[CH3:4].[CH2:43](Br)[C:44]1[CH:49]=[CH:48][CH:47]=[CH:46][CH:45]=1>O1CCCC1.[I-].C([N+](CCCC)(CCCC)CCCC)CCC>[C:6]([Si:3]([CH3:5])([CH3:4])[O:10][CH2:11][C@@H:12]1[C@@H:13]([O:42][CH2:43][C:44]2[CH:49]=[CH:48][CH:47]=[CH:46][CH:45]=2)[C@H:14]([O:41][CH2:27][C:28]2[CH:33]=[CH:32][CH:31]=[CH:30][CH:29]=2)[C@@H:15]([O:40][CH2:16][C:20]2[CH:25]=[CH:24][CH:23]=[CH:22][CH:21]=2)[C@@:16]([C:20]2[CH:25]=[CH:24][C:23]([Cl:26])=[C:22]([CH2:27][C:28]3[CH:33]=[CH:32][C:31]([O:34][CH2:35][C:36]([F:39])([F:38])[F:37])=[CH:30][CH:29]=3)[CH:21]=2)([O:18][CH3:19])[O:17]1)([CH3:8])([CH3:9])[CH3:7] |f:0.1,5.6|. Procedure: To a suspension of sodium hydride (1.90 g, 47.4 mmol, 60% dispersion in Mineral oil) in anhydrous tetrahydrofuran (50 mL) was added a solution of (2S,3R,4S,5S,6R)-6-[[tert-butyl (dimethyl)silyl]oxymethyl]-2-[4-chloro-3-[[4-(2,2,2-trifluoro ethoxy)phenyl]methyl]phenyl]-2-methoxy-tetrahy dropyran-3,4,5-triol 17f (4.8 g, 7.91 mmol) in anhydrous tetrahydrofuran (50 mL) slowly at 0° C. The mixture was stirred at 0° C. for 1 hour and warmed to room temperature. Then benzyl bromide (5.6 mL, 47.4 mmol) ... As a reaction SMILES: [CH2:65]1[O:66][CH2:67][CH2:68][CH2:69]1.[CH3:1][O:2][C:3]([CH:4]([CH2:5][c:6]1[cH:7][cH:8][c:9](-[c:12]2[c:13]([CH3:19])[c:14]([CH3:18])[n:15][cH:16][cH:17]2)[cH:10][cH:11]1)[NH:20][C:21](=[O:22])[CH:23]1[N:24]([C:51](=[O:52])[c:53]2[n:54][c:55]([CH3:59])[o:56][c:57]2[CH3:58])[CH2:25][c:26]2[cH:27][c:28]3[c:29]([cH:30][c:31]2[CH2:32]1)[O:33][CH2:34][CH:35]([c:37]1[cH:38][cH:39][c:40]([O:43][c:44]2[cH:45][c:46]([Cl:50])[cH:47][cH:48][cH:49]2)[cH:41][cH:42]1)[O:36]3)=[O:60].[CH3:61][OH:62].[Li+:64].[OH-:63]>>[O:2]=[C:3]([CH:4]([CH2:5][c:6]1[cH:7][cH:8][c:9](-[c:12]2[c:13]([CH3:19])[c:14]([CH3:18])[n:15][cH:16][cH:17]2)[cH:10][cH:11]1)[NH:20][C:21](=[O:22])[CH:23]1[N:24]([C:51](=[O:52])[c:53]2[n:54][c:55]([CH3:59])[o:56][c:57]2[CH3:58])[CH2:25][c:26]2[cH:27][c:28]3[c:29]([cH:30][c:31]2[CH2:32]1)[O:33][CH2:34][CH:35]([c:37]1[cH:38][cH:39][c:40]([O:43][c:44]2[cH:45][c:46]([Cl:50])[cH:47][cH:48][cH:49]2)[cH:41][cH:42]1)[O:36]3)[OH:60]. Yields the product Cc1nc(C(=O)N2Cc3cc4c(cc3CC2C(=O)NC(Cc2ccc(-c3ccnc(C)c3C)cc2)C(=O)O)OCC(c2ccc(Oc3cccc(Cl)c3)cc2)O4)c(C)o1. Starting materials: C1CCOC1, COC(=O)C(Cc1ccc(-c2ccnc(C)c2C)cc1)NC(=O)C1Cc2cc3c(cc2CN1C(=O)c1nc(C)oc1C)OC(c1ccc(Oc2cccc(Cl)c2)cc1)CO3, CO, [Li+], [OH-]. The reactants are [C-]#N, C1CCOC1, O=Cc1ccc2c(c1)OCO2, [Cl-], [K+], [Mg+2], N, [NH4+], O=S(=O)([O-])[O-]. Yields the product N#CC(N)c1ccc2c(c1)OCO2. As a reaction SMILES: [C-:15]#[N:16].[CH2:24]1[O:25][CH2:26][CH2:27][CH2:28]1.[CH:1](=[O:2])[c:3]1[cH:4][cH:5][c:6]2[c:10]([cH:11]1)[O:9][CH2:8][O:7]2.[Cl-:13].[K+:17].[Mg+2:18].[NH3:12].[NH4+:14].[O-:19][S:20]([O-:21])(=[O:22])=[O:23]>>[CH:1]([c:3]1[cH:4][cH:5][c:6]2[c:10]([cH:11]1)[O:9][CH2:8][O:7]2)([NH2:12])[C:15]#[N:14]. Starting materials: BrC1=CC=C(C=C1)CN1C[C@@H](N(CC1)C(=O)OCC1=CC=CC=C1)C (Phenylmethyl (2S)-4-[(4-bromophenyl)methyl]-2-methyl-1-piperazine Carboxylate), C(CC(=O)OCC)(=O)OCC (diethyl malonate), P(=O)([O-])([O-])[O-].[K+].[K+].[K+] (potassium phosphate), CC(C)(C)P(C1=C(C=CC=C1)C1=C(C=CC=C1)C)C(C)(C)C (bis(1,1-dimethylethyl)(2′-methyl-2-biphenylyl)phosphane). The reagents and catalysts are C(C)(=O)[O-].[Pd+2].C(C)(=O)[O-] (palladium (II) acetate). The solvent is O1CCOCC1 (1,4-dioxane). The product is C[C@H]1CN(CCN1C(=O)OCC1=CC=CC=C1)CC1=CC=C(C=C1)C(C(=O)OCC)C(=O)OCC (Diethyl {4-[((3S)-3-methyl-4-{[(phenylmethyl)oxy]carbonyl}-1-piperazinyl)methyl]phenyl}propanedioate). Isolated yield 60.4%. RXN SMILES: Br[C:2]1[CH:7]=[CH:6][C:5]([CH2:8][N:9]2[CH2:14][CH2:13][N:12]([C:15]([O:17][CH2:18][C:19]3[CH:24]=[CH:23][CH:22]=[CH:21][CH:20]=3)=[O:16])[C@@H:11]([CH3:25])[CH2:10]2)=[CH:4][CH:3]=1.[C:26]([O:34][CH2:35][CH3:36])(=[O:33])[CH2:27][C:28]([O:30][CH2:31][CH3:32])=[O:29].P([O-])([O-])([O-])=O.[K+].[K+].[K+].CC(P(C(C)(C)C)C1C=CC=CC=1C1C=CC=CC=1C)(C)C>O1CCOCC1.C([O-])(=O)C.[Pd+2].C([O-])(=O)C>[CH3:25][C@@H:11]1[N:12]([C:15]([O:17][CH2:18][C:19]2[CH:24]=[CH:23][CH:22]=[CH:21][CH:20]=2)=[O:16])[CH2:13][CH2:14][N:9]([CH2:8][C:5]2[CH:6]=[CH:7][C:2]([CH:27]([C:28]([O:30][CH2:31][CH3:32])=[O:29])[C:26]([O:34][CH2:35][CH3:36])=[O:33])=[CH:3][CH:4]=2)[CH2:10]1 |f:2.3.4.5,8.9.10|. Reported procedure: A mixture of D6 (1.62 g, 4 mmol), diethyl malonate (0.73 ml, 4.8 mmol), palladium (II) acetate (27 mg, 0.12 mmol), potassium phosphate (1.95 g, 2.3 mmol) and bis(1,1-dimethylethyl)(2′-methyl-2-biphenylyl)phosphane (83 mg, 0.264 mmol) in 1,4-dioxane (20 ml) were refluxed together under argon for ˜20 h. The mixture was filtered through Celite® and concentrated. Chromatography (0-40% EtOAc/hexane) gave the title compound as a clear oil (1.165 g). MS (ES): MH+ 483.